This data is from the Open Reaction Database (ORD), a public repository of structured organic reaction records. The task is: describe an organic reaction: reactants, conditions, products, and yield Reactants: C(C=C)C(CC=C)N (diallylmethylamine), [Br-].ClCCC[N+](C)(C)CCCCCCCCCCCC (3-chloropropyldodecyldimethyl-ammonium bromide). Solvent: CO (methanol). Run at temperature 65 celsius, time 48 hour. Product: [Br-].[Cl-].C[N+](CCCCCCCCCCCC)(C)CCC[NH2+]C(CC=C)CC=C (N-(N,N-Dimethyl-N-dodecylammonio)propyldiallylmethylammonium Chloride Bromide). Yield: 73.4%. Reaction SMILES: [CH2:1]([CH:4]([NH2:8])[CH2:5][CH:6]=[CH2:7])[CH:2]=[CH2:3].[Br-:9].[Cl:10][CH2:11][CH2:12][CH2:13][N+:14]([CH2:17][CH2:18][CH2:19][CH2:20][CH2:21][CH2:22][CH2:23][CH2:24][CH2:25][CH2:26][CH2:27][CH3:28])([CH3:16])[CH3:15]>CO>[Br-:9].[Cl-:10].[CH3:15][N+:14]([CH2:13][CH2:12][CH2:11][NH2+:8][CH:4]([CH2:5][CH:6]=[CH2:7])[CH2:1][CH:2]=[CH2:3])([CH3:16])[CH2:17][CH2:18][CH2:19][CH2:20][CH2:21][CH2:22][CH2:23][CH2:24][CH2:25][CH2:26][CH2:27][CH3:28] |f:1.2,4.5.6|. Procedure details: A mixture of 22 g diallylmethylamine and 74 g 3-chloropropyldodecyldimethyl-ammonium bromide were dissolved in 100 mL methanol and the reaction mixture was stirred at 65° C. for 48 hours. The progress of the reaction was monitored by the disappearance of the dialilymethylamine by thin layer chromatography (TLC). After cooling to room temperature, the solvent was removed under reduced pressure. The residual viscous oil was precipitated into 800 mL dry ether with rapid stirring. The ether layer wa... The reactants are Cl.C(C)(C)O (hydrochloric acid isopropanol), N1C[C@H](CC1)NC(=O)C12CC3CC(CC(C1)C3)C2 ((S)-N-(Pyrrolidin-3-yl)-1-adamantanecarboxamide), C1(=CC=C(C=C1)S(=O)(=O)OCCC1=C(C=CC=C1)C(F)(F)F)C (2-(2-trifluoromethylphenyl)ethyl p-toluenesulfonate), Cl (hydrochloride). Product: Cl.FC(C1=C(C=CC=C1)CCN1C[C@H](CC1)NC(=O)C12CC3CC(CC(C1)C3)C2)(F)F ((S)-N-(1-(2-(2-trifluoromethylphenyl)ethyl)pyrrolidin-3-yl)-1-adamantanecarboxamide hydrochloride). Reaction SMILES: [NH:1]1[CH2:5][CH2:4][C@H:3]([NH:6][C:7]([C:9]23[CH2:18][CH:13]4[CH2:14][CH:15]([CH2:17][CH:11]([CH2:12]4)[CH2:10]2)[CH2:16]3)=[O:8])[CH2:2]1.C1(C)C=CC(S(O[CH2:29][CH2:30][C:31]2[CH:36]=[CH:35][CH:34]=[CH:33][C:32]=2[C:37]([F:40])([F:39])[F:38])(=O)=O)=CC=1.[ClH:42].Cl.C(O)(C)C>>[ClH:42].[F:38][C:37]([F:39])([F:40])[C:32]1[CH:33]=[CH:34][CH:35]=[CH:36][C:31]=1[CH2:30][CH2:29][N:1]1[CH2:5][CH2:4][C@H:3]([NH:6][C:7]([C:9]23[CH2:18][CH:13]4[CH2:14][CH:15]([CH2:17][CH:11]([CH2:12]4)[CH2:10]2)[CH2:16]3)=[O:8])[CH2:2]1 |f:3.4,5.6|. Reported procedure: (S)-N-(Pyrrolidin-3-yl)-1-adamantanecarboxamide (0.5 g) and 2-(2-trifluoromethylphenyl)ethyl p-toluenesulfonate (0.69 g) were reacted under the same conditions as in Example 1. After the same post-treatment as in Example 1, the obtained compound was converted to hydrochloride with 30% hydrochloric acid-isopropanol to give (S)-N-(1-(2-(2-trifluoromethylphenyl)ethyl)pyrrolidin-3-yl)-1-adamantanecarboxamide hydrochloride 1 hydrate (0.44 g), melting point 127-128° C. The reactants are [Si](C)(C)(C(C)(C)C)OCCCN1C(N(C2=C(C1=O)C(=C(N=C2)Cl)C(CC(C)C)O)C)=O (3-(3-(tert-butyldimethylsilyloxy)propyl)-6-chloro-5-(1-hydroxy-3-methylbutyl)-1-methylpyrido[3,4-d]pyrimidine-2,4(1H,3H)-dione), [Si](C)(C)(C(C)(C)C)OCCCN1C(N(C2=C(C1=O)C(=C(N=C2)Cl)C(CC(C)C)O)C)=O (3-(3-(tert-butyldimethylsilyloxy)propyl)-6-chloro-5-(1-hydroxy-3-methylbutyl)-1-methylpyrido[3,4-d]pyrimidine-2,4(1H,3H)-dione), C(C)(C)C1=C(C=CC=C1)B(O)O (2-isopropylphenyl boronic acid), [O-]P(=O)([O-])[O-].[K+].[K+].[K+] (K3PO4). The reagents and catalysts are C1=CC=C(C=C1)P([C-]2C=CC=C2)C3=CC=CC=C3.C1=CC=C(C=C1)P([C-]2C=CC=C2)C3=CC=CC=C3.Cl[Pd]Cl.[Fe+2] (Pd(dppf)Cl2). Run in O1CCOCC1 (dioxane), O (water). Product: [Si](C)(C)(C(C)(C)C)OCCCN1C(N(C2=C(C1=O)C(=C(N=C2)C2=C(C=CC=C2)C(C)C)C(CC(C)C)O)C)=O (3-(3-(tert-butyldimethylsilyloxy)propyl)-5-(1-hydroxy-3-methylbutyl)-6-(2-isopropylphenyl)-1-methylpyrido[3,4-d]pyrimidine-2,4(1H,3H)-dione). Isolated yield 14.3%. RXN SMILES: [Si:1]([O:8][CH2:9][CH2:10][CH2:11][N:12]1[C:17](=[O:18])[C:16]2[C:19]([CH:24]([OH:29])[CH2:25][CH:26]([CH3:28])[CH3:27])=[C:20](Cl)[N:21]=[CH:22][C:15]=2[N:14]([CH3:30])[C:13]1=[O:31])([C:4]([CH3:7])([CH3:6])[CH3:5])([CH3:3])[CH3:2].[CH:32]([C:35]1[CH:40]=[CH:39][CH:38]=[CH:37][C:36]=1B(O)O)([CH3:34])[CH3:33].[O-]P([O-])([O-])=O.[K+].[K+].[K+]>O1CCOCC1.O.C1C=CC(P(C2C=CC=CC=2)[C-]2C=CC=C2)=CC=1.C1C=CC(P(C2C=CC=CC=2)[C-]2C=CC=C2)=CC=1.Cl[Pd]Cl.[Fe+2]>[Si:1]([O:8][CH2:9][CH2:10][CH2:11][N:12]1[C:17](=[O:18])[C:16]2[C:19]([CH:24]([OH:29])[CH2:25][CH:26]([CH3:28])[CH3:27])=[C:20]([C:36]3[CH:37]=[CH:38][CH:39]=[CH:40][C:35]=3[CH:32]([CH3:34])[CH3:33])[N:21]=[CH:22][C:15]=2[N:14]([CH3:30])[C:13]1=[O:31])([C:4]([CH3:7])([CH3:6])[CH3:5])([CH3:3])[CH3:2] |f:2.3.4.5,8.9.10.11|. Reported procedure: To a solution of 3-(3-(tert-butyldimethylsilyloxy)propyl)-6-chloro-5-(1-hydroxy-3-methylbutyl)-1-methylpyrido[3,4-d]pyrimidine-2,4(1H,3H)-dione (See Compound 48, step 1, 130 mg, 0.277 mmol), 2-isopropylphenyl boronic acid (90.8 mg, 0.554 mmol), aq. 2M K3PO4 (0.68 ml, 1.35 mmol) in dioxane (1 mL) and water (0.2 mL) was added Pd(dppf)Cl2 (8 mg, 0.01 mmol). The reaction was degassed with nitrogen (3×), heated at 120° C. (MW) for 1.5 h, cooled to RT, diluted with EA (10 mL) and water (2 mL) and filt... Starting materials: N-methylmorpholine n-oxide, C(CC)[N+](CCC)(CCC)CCC (tetrapropylammonium), CO (carbinol), OCC=1C=CC=2C(C3=CC(=CC=C3C2N1)Br)=O (3-hydroxymethyl-7-bromo-4-aza-9-fluorenone). Run in C(Cl)Cl (methylene chloride), C(C)(=O)OCC (ethyl acetate). Reaction conditions: time 15 minute. Yields the product C(=O)C=1C=CC=2C(C3=CC(=CC=C3C2N1)Br)=O (3-Formyl-7-bromo-4-aza-9-fluorenone). As a reaction SMILES: C([N+](CCC)(CCC)CCC)CC.CO.[OH:16][CH2:17][C:18]1[CH:19]=[CH:20][C:21]2[C:22](=[O:32])[C:23]3[C:28]([C:29]=2[N:30]=1)=[CH:27][CH:26]=[C:25]([Br:31])[CH:24]=3>C(Cl)Cl.C(OCC)(=O)C>[CH:17]([C:18]1[CH:19]=[CH:20][C:21]2[C:22](=[O:32])[C:23]3[C:28]([C:29]=2[N:30]=1)=[CH:27][CH:26]=[C:25]([Br:31])[CH:24]=3)=[O:16]. Procedure details: 150 mg of finely powdered 3 Å molecular sieves, 350 mg (3 mM) of N-methylmorpholine n-oxide, and 70 mg (0.2) of tetrapropylammonium perrhuthenate are added. To a solution of 576 mg (2 mM) of the carbinol, 3-hydroxymethyl-7-bromo-4-aza-9-fluorenone, prepared as described in Example 38, in 20 mL of dry methylene chloride under nitrogen at R.T. the reaction mixture is stirred 15 minutes, diluted with 20 mL of ethyl acetate and filtered through a bed of silica gel, which is washed further with ethyl... The reactants are C[O-], CCOC(C)=O, CO, CS(=O)(=O)OCc1nc(-c2ccc(C(F)(F)F)cc2)sc1COc1ccc(C#N)c(Cl)c1, [Na+]. The product is COCc1nc(-c2ccc(C(F)(F)F)cc2)sc1COc1ccc(C#N)c(Cl)c1. RXN SMILES: [CH3:33][O-:34].[CH3:36][CH2:37][O:38][C:39](=[O:40])[CH3:41].[CH3:42][OH:43].[Cl:1][c:2]1[cH:3][c:4]([O:5][CH2:6][c:7]2[c:8]([CH2:22][O:23][S:24]([CH3:25])(=[O:26])=[O:27])[n:9][c:10](-[c:12]3[cH:13][cH:14][c:15]([C:18]([F:19])([F:20])[F:21])[cH:16][cH:17]3)[s:11]2)[cH:28][cH:29][c:30]1[C:31]#[N:32].[Na+:35]>>[Cl:1][c:2]1[cH:3][c:4]([O:5][CH2:6][c:7]2[c:8]([CH2:22][O:23][CH3:36])[n:9][c:10](-[c:12]3[cH:13][cH:14][c:15]([C:18]([F:19])([F:20])[F:21])[cH:16][cH:17]3)[s:11]2)[cH:28][cH:29][c:30]1[C:31]#[N:32]. Reactants: CC(C)(C)C(=O)Cl, CCN(C(C)C)C(C)C, ClCCl, Nc1cc(Cl)ccc1CO. Yields the product CC(C)(C)C(=O)Nc1cc(Cl)ccc1CO. As a reaction SMILES: [CH3:1][C:2]([C:3](=[O:4])[Cl:5])([CH3:6])[CH3:7].[CH:18]([N:19]([CH2:20][CH3:21])[CH:22]([CH3:23])[CH3:24])([CH3:25])[CH3:26].[Cl:27][CH2:28][Cl:29].[NH2:8][c:9]1[c:10]([CH2:16][OH:17])[cH:11][cH:12][c:13]([Cl:15])[cH:14]1>>[CH3:1][C:2]([C:3](=[O:4])[NH:8][c:9]1[c:10]([CH2:16][OH:17])[cH:11][cH:12][c:13]([Cl:15])[cH:14]1)([CH3:6])[CH3:7].